From a dataset of the Open Reaction Database (ORD), a public repository of structured organic reaction records. describe an organic reaction: reactants, conditions, products, and yield The reactants are Fc1cc(Br)cc(Br)c1, [H-], [Na+], CN(C)C=O, O, CN1CCC(O)CC1. The product is CN1CCC(Oc2cc(Br)cc(Br)c2)CC1. RXN SMILES: [Br:11][c:12]1[cH:13][c:14]([Br:19])[cH:15][c:16]([F:18])[cH:17]1.[H-:1].[Na+:2].[O:21]=[CH:22][N:23]([CH3:24])[CH3:25].[OH2:20].[OH:3][CH:4]1[CH2:5][CH2:6][N:7]([CH3:10])[CH2:8][CH2:9]1>>[O:3]([CH:4]1[CH2:5][CH2:6][N:7]([CH3:10])[CH2:8][CH2:9]1)[c:16]1[cH:15][c:14]([Br:19])[cH:13][c:12]([Br:11])[cH:17]1. Starting materials: [N+](=O)([O-])C=1C(N(C=CC1)CC(=O)OC(C)(C)C)=O (t-Butyl (3-nitro-2-oxo-1,2-dihydropyridyl)acetate), [H][H] (hydrogen). Isolated yield 98.6%. Reagents/catalysts: [Pd] (palladium on carbon). Yields the product C(C)(C)(C)OC(CN1C(C(=CC=C1)N)=O)=O (t-Butyl(3-amino-2-oxo-1,2-dihydropyridyl)acetate). Procedure details: The compound of Example 137 (54 g, 0.213 mole) and 880 ml of methanol and 5 g of 10% palladium on carbon were stirred under 1 Atm of hydrogen for 24 hours. The reaction mixture was filtered and the carbon was washed with 200 mL of dichloromethane. The organic layer was evaporated to yield 47.08 g (98.5 %) of the title compound as a brown solid. Solvent: CO (methanol). Reaction SMILES: [N+:1]([C:4]1[C:5](=[O:18])[N:6]([CH2:10][C:11]([O:13][C:14]([CH3:17])([CH3:16])[CH3:15])=[O:12])[CH:7]=[CH:8][CH:9]=1)([O-])=O.[H][H]>[Pd].CO>[C:14]([O:13][C:11](=[O:12])[CH2:10][N:6]1[CH:7]=[CH:8][CH:9]=[C:4]([NH2:1])[C:5]1=[O:18])([CH3:17])([CH3:15])[CH3:16]. Reactants: BrCCCCBr, O=C([O-])[O-], CCOC(C)=O, [Cs+], [Cs+], O=C(CSc1ccc(F)cc1)NOC(c1ccccc1)(c1ccccc1)c1ccccc1, CN(C)C=O. As a reaction SMILES: [Br:39][CH2:40][CH2:41][CH2:42][CH2:43][Br:44].[C:33](=[O:34])([O-:35])[O-:36].[CH3:50][CH2:51][O:52][C:53]([CH3:54])=[O:55].[Cs+:37].[Cs+:38].[F:1][c:2]1[cH:3][cH:4][c:5]([S:8][CH2:9][C:10](=[O:11])[NH:12][O:13][C:14]([c:15]2[cH:16][cH:17][cH:18][cH:19][cH:20]2)([c:21]2[cH:22][cH:23][cH:24][cH:25][cH:26]2)[c:27]2[cH:28][cH:29][cH:30][cH:31][cH:32]2)[cH:6][cH:7]1.[O:45]=[CH:46][N:47]([CH3:48])[CH3:49]>>[F:1][c:2]1[cH:3][cH:4][c:5]([S:8][CH2:9][C:10](=[O:11])[N:12]([O:13][C:14]([c:15]2[cH:16][cH:17][cH:18][cH:19][cH:20]2)([c:21]2[cH:22][cH:23][cH:24][cH:25][cH:26]2)[c:27]2[cH:28][cH:29][cH:30][cH:31][cH:32]2)[CH2:43][CH2:42][CH2:41][CH2:40][Br:39])[cH:6][cH:7]1. Yields the product O=C(CSc1ccc(F)cc1)N(CCCCBr)OC(c1ccccc1)(c1ccccc1)c1ccccc1. Product: C(C)C1=C(C2=C(O1)C=CC=C2)C(C2=CC(=C(C=C2)Br)S(N)(=O)=O)=O (2-Ethyl-3-(4-bromo-3-sulfamoylbenzoyl)-benzo[b]furan). Reactants: BrC1=C(C=C(C(=O)Cl)C=C1)S(N)(=O)=O (4-bromo-3-sulfamoylbenzoyl chloride), C(C)C1=CC2=C(O1)C=CC=C2 (2-ethylbenzo[b]furan), [Cl-].[Al+3].[Cl-].[Cl-] (aluminum chloride). As a reaction SMILES: [Br:1][C:2]1[CH:10]=[CH:9][C:5]([C:6](Cl)=[O:7])=[CH:4][C:3]=1[S:11](=[O:14])(=[O:13])[NH2:12].[CH2:15]([C:17]1[O:21][C:20]2[CH:22]=[CH:23][CH:24]=[CH:25][C:19]=2[CH:18]=1)[CH3:16].[Cl-].[Al+3].[Cl-].[Cl-]>CCOCC>[CH2:15]([C:17]1[O:21][C:20]2[CH:22]=[CH:23][CH:24]=[CH:25][C:19]=2[C:18]=1[C:6](=[O:7])[C:5]1[CH:9]=[CH:10][C:2]([Br:1])=[C:3]([S:11](=[O:14])(=[O:13])[NH2:12])[CH:4]=1)[CH3:16] |f:2.3.4.5|. Solvent: CCOCC (ether). Reported procedure: is obtained as described in Example 1 from 10.9 g 4-bromo-3-sulfamoylbenzoyl chloride and 6 g 2-ethylbenzo[b]furan in the presence of 11.7 g aluminum chloride. Colorless crystals, m.p. 202°-206° C. (ether).